From a dataset of the Open Reaction Database (ORD), a public repository of structured organic reaction records. describe an organic reaction: reactants, conditions, products, and yield The reactants are C(C)OC(=O)N1N=C2C(=CC=C(C2=C1N)Cl)Cl (3-amino-4,7-dichloroindazole-2-carboxylic acid ethyl ester). Solvent: C(C)OC(=O)OC(=O)OCC (pyrocarbonic acid diethyl ester). Product: NC1=NNC2=C(C=CC(=C12)Cl)Cl (3-amino-4,7-dichloroindazole). RXN SMILES: C(OC([N:6]1[C:14]([NH2:15])=[C:13]2[C:8]([C:9]([Cl:17])=[CH:10][CH:11]=[C:12]2[Cl:16])=[N:7]1)=O)C>C(OC(OC(OCC)=O)=O)C>[NH2:15][C:14]1[C:13]2[C:8](=[C:9]([Cl:17])[CH:10]=[CH:11][C:12]=2[Cl:16])[NH:7][N:6]=1. Procedure details: Analogously to Example 1, 0.15 mol of 3-amino-4,7-dichloroindazole in 100 ml of pyrocarbonic acid diethyl ester gives 3-amino-4,7-dichloroindazole-2-carboxylic acid ethyl ester (melting point: 143°-145° C; 69% of theory) in 5 hours at 50° C. Starting materials: O=C1NC2=CC(=CC=C2C12CCN(CC2)C(=O)OC(C)(C)C)B2OC(C(O2)(C)C)(C)C (tert-butyl 2-oxo-6-(4,4,5,5-tetramethyl-1,3,2-dioxaborolan-2-yl)spiro[indoline-3,4′-piperidine]-1′-carboxylate), BrC1=CC=C2C(C(N(C2=C1)COCC[Si](C)(C)C)=O)(F)F (6-bromo-3,3-difluoro-1-((2-(trimethylsilyl)ethoxy)methyl)indolin-2-one). Yields the product FC1(C(N(C2=CC(=CC=C12)B1OC(C(O1)(C)C)(C)C)COCC[Si](C)(C)C)=O)F (3,3-difluoro-6-(4,4,5,5-tetramethyl-1,3,2-dioxaborolan-2-yl)-1-((2-(trimethylsilyl)ethoxy)methyl)indolin-2-one). As a reaction SMILES: O=C1C2(CCN(C(OC(C)(C)C)=O)CC2)C2C(=CC([B:23]3[O:27][C:26]([CH3:29])([CH3:28])[C:25]([CH3:31])([CH3:30])[O:24]3)=CC=2)N1.Br[C:33]1[CH:41]=[C:40]2[C:36]([C:37]([F:52])([F:51])[C:38](=[O:50])[N:39]2[CH2:42][O:43][CH2:44][CH2:45][Si:46]([CH3:49])([CH3:48])[CH3:47])=[CH:35][CH:34]=1>>[F:51][C:37]1([F:52])[C:36]2[C:40](=[CH:41][C:33]([B:23]3[O:27][C:26]([CH3:29])([CH3:28])[C:25]([CH3:31])([CH3:30])[O:24]3)=[CH:34][CH:35]=2)[N:39]([CH2:42][O:43][CH2:44][CH2:45][Si:46]([CH3:49])([CH3:48])[CH3:47])[C:38]1=[O:50]. Reported procedure: Following the procedure described for intermediate 7.33 (Step 2), starting from 6-bromo-3,3-difluoro-1-((2-(trimethylsilyl)ethoxy)methyl)indolin-2-one 7.35 (84 mg), 94 mg of crude 3,3-difluoro-6-(4,4,5,5-tetramethyl-1,3,2-dioxaborolan-2-yl)-1-((2-(trimethylsilyl)ethoxy)methyl)indolin-2-one 7.36 was obtained. This material was used without further purification. Reactants: FC1=CC(=C(OC[C@H](C)NC(OC(C)(C)C)=O)C=C1)C(F)(F)F (tert-butyl {(2S)-1-[4-fluoro-2-(trifluoromethyl)phenoxy]propan-2-yl}carbamate), Cl (hydrogen chloride). The solvent is CO (methanol). Run at time 4 hour. Product: FC1=CC(=C(OC[C@H](C)N)C=C1)C(F)(F)F ((2S)-1-[4-fluoro-2-(trifluoromethyl)phenoxy]propan-2-amine). RXN SMILES: [F:1][C:2]1[CH:19]=[CH:18][C:5]([O:6][CH2:7][C@@H:8]([NH:10]C(=O)OC(C)(C)C)[CH3:9])=[C:4]([C:20]([F:23])([F:22])[F:21])[CH:3]=1.Cl>CO>[F:1][C:2]1[CH:19]=[CH:18][C:5]([O:6][CH2:7][C@@H:8]([NH2:10])[CH3:9])=[C:4]([C:20]([F:21])([F:22])[F:23])[CH:3]=1. Procedure: To a solution of tert-butyl {(2S)-1-[4-fluoro-2-(trifluoromethyl)phenoxy]propan-2-yl}carbamate (C6) (1.87 g, 5.54 mmol) in methanol (10 mL) was added a solution of hydrogen chloride (4 N in 1,4-dioxane, 5 mL). After 4 hours, the reaction mixture was concentrated in vacuo. The resulting residue was taken up in dichloromethane and washed with saturated aqueous sodium bicarbonate solution and water. The organic layer was dried over magnesium sulfate, filtered and concentrated in vacuo. Purification... Reactants: S(=O)(=O)(Cl)Cl (sulfuryl chloride), [Li]CCCC (BuLi), COC1=NC=C(C=C1)C=1SC=CC1C (2-Methoxy-5-(3-methyl-thiophen-2-yl)-pyridine). Run in C(Cl)Cl (CH2Cl2), C(C)OCC (diethyl ether), C1CCOC1.C(C)OCC (THF diethyl ether). Conditions: temperature -70 celsius, time 8 hour. Product: COC1=CC=C(C=N1)C1=C(C=C(S1)S(=O)(=O)Cl)C (5-(6-Methoxy-pyridin-3-yl)-4-methyl-thiophene-2-sulfonyl chloride). Reaction SMILES: [CH3:1][O:2][C:3]1[CH:8]=[CH:7][C:6]([C:9]2[S:10][CH:11]=[CH:12][C:13]=2[CH3:14])=[CH:5][N:4]=1.[Li]CCCC.[S:20](Cl)([Cl:23])(=[O:22])=[O:21]>C1COCC1.C(OCC)C.C(OCC)C.C(Cl)Cl>[CH3:1][O:2][C:3]1[N:4]=[CH:5][C:6]([C:9]2[S:10][C:11]([S:20]([Cl:23])(=[O:22])=[O:21])=[CH:12][C:13]=2[CH3:14])=[CH:7][CH:8]=1 |f:3.4|. Reported procedure: 2-Methoxy-5-(3-methyl-thiophen-2-yl)-pyridine (0.32 g, 1.6 mmol) was dissolved in THF/diethyl ether (10 ml, 1:1 v/v) and cooled to −70° C. BuLi (1.6M hexanes, 1 ml, 1.6 ml) was added dropwise and after a further 15 min at −70° C. the reaction mixture was added via canula to a condensed solution of SO2 (5 ml) in diethyl ether (10 ml). The yellow colored reaction mixture was slowly warmed to room temperature and stirred overnight. The reaction mixture was concentrated under reduced pressure and th... Starting materials: S(O)(O)(=O)=O (Sulfuric acid), C(C)O.C(CCC(=O)[O-])(=O)[O-].[Na+].[Na+] (ethanol sodium succinate), final solution, C(CCC(=O)O)(=O)O (succinic acid), 200, C(CCC(=O)[O-])(=O)[O-].[Na+].[Na+] (sodium succinate), C(CCC(=O)O)(=O)O (succinic acid). Solvent: C(C)O (ethanol), C(C)O (ethanol), C(C)O (ethanol). Run at temperature 30 celsius. The product is C(CCC(=O)O)(=O)O (succinic acid), S(=O)(=O)([O-])[O-].[Na+].[Na+] (sodium sulfate). Reaction SMILES: [C:1]([O-:8])(=[O:7])[CH2:2][CH2:3][C:4]([O-:6])=[O:5].[Na+:9].[Na+].C(O)(=O)CCC(O)=O.[S:19](=[O:23])(=[O:22])([OH:21])[OH:20].C(O)C.C([O-])(=O)CCC([O-])=O.[Na+].[Na+]>C(O)C>[C:1]([OH:8])(=[O:7])[CH2:2][CH2:3][C:4]([OH:6])=[O:5].[S:19]([O-:23])([O-:22])(=[O:21])=[O:20].[Na+:9].[Na+:9] |f:0.1.2,5.6.7.8,11.12.13|. Reported procedure: A mixture of 10.02 g of 200 proof ethanol and 0.502 g of 98% sodium succinate was prepared and heated to 30° C. These quantities allowed for a final solution of 10 wt % succinic acid in ethanol to be obtained upon acidification. The solubility of succinic acid in ethanol at 30° C. is about 12 wt %. Sulfuric acid (H2SO4) (0.338 g, 98%) was added to the ethanol/sodium succinate slurry with stirring to produce free succinic acid and sodium sulfate. The reactants are CCOC(=O)CC(=O)OCC, CCSCCOCCCCCCBr, CCO, [Na]. Product: CCOC(=O)C(CCCCCCOCCSCC)C(=O)OCC. As a reaction SMILES: [C:2]([CH2:3][C:4](=[O:5])[O:6][CH2:7][CH3:8])(=[O:9])[O:10][CH2:11][CH3:12].[CH2:13]([CH2:14][CH2:15][CH2:16][CH2:17][CH2:18][O:19][CH2:20][CH2:21][S:22][CH2:23][CH3:24])[Br:25].[CH3:26][CH2:27][OH:28].[Na:1]>>[C:2]([CH:3]([C:4](=[O:5])[O:6][CH2:7][CH3:8])[CH2:13][CH2:14][CH2:15][CH2:16][CH2:17][CH2:18][O:19][CH2:20][CH2:21][S:22][CH2:23][CH3:24])(=[O:9])[O:10][CH2:11][CH3:12]. The reactants are COC(=O)C1=C(C=C2C(CCSC2=C1)NC(=O)OC(C)(C)C)OC (4-(tert-butoxycarbonylamino)-6-methoxythiochromane-7-carboxylic acid methyl ester), C([O-])([O-])=O.[K+].[K+] (potassium carbonate). Yields the product C(C)(C)(C)OC(=O)NC1CCSC2=CC(=C(C=C12)OC)C(=O)O (4-(tert-butoxycarbonylamino)-6-methoxythiochromane-7-carboxylic acid). Yield: 94.0%. Reaction SMILES: C[O:2][C:3]([C:5]1[CH:14]=[C:13]2[C:8]([CH:9]([NH:15][C:16]([O:18][C:19]([CH3:22])([CH3:21])[CH3:20])=[O:17])[CH2:10][CH2:11][S:12]2)=[CH:7][C:6]=1[O:23][CH3:24])=[O:4].C(=O)([O-])[O-].[K+].[K+]>>[C:19]([O:18][C:16]([NH:15][CH:9]1[C:8]2[C:13](=[CH:14][C:5]([C:3]([OH:4])=[O:2])=[C:6]([O:23][CH3:24])[CH:7]=2)[S:12][CH2:11][CH2:10]1)=[O:17])([CH3:22])([CH3:20])[CH3:21] |f:1.2.3|. Reported procedure: By a similar reaction operation as in Starting Material Synthetic Example 6 using 4-(tert-butoxycarbonylamino)-6-methoxythiochromane-7-carboxylic acid methyl ester (800 mg) and potassium carbonate (627 mg), the objective 4-(tert-butoxycarbonylamino)-6-methoxythiochromane-7-carboxylic acid (722 mg) was obtained as colorless crystals. Starting materials: COC1=C(CN2C(C3=C(C=4C=CC(=CC24)C2=C(C=CC=C2C)C)N(N=C3)C3CCOCC3)=O)C=CC(=C1)OC (5-(2,4-dimethoxybenzyl)-7-(2,6-dimethylphenyl)-1-(tetrahydro-2H-pyran-4-yl)-1H-pyrazolo[4,3-c]quinolin-4(5H)-one). Solvent: C(=O)(C(F)(F)F)O (TFA). Conditions: temperature 65 celsius, time 2 hour. The product is CC1=C(C(=CC=C1)C)C=1C=CC=2C3=C(C(NC2C1)=O)C=NN3C3CCOCC3 (7-(2,6-dimethylphenyl)-1-(tetrahydro-2H-pyran-4-yl)-1H-pyrazolo[4,3-c]quinolin-4(5H)-one). Yield: 18.7%. RXN SMILES: COC1C=C(OC)C=CC=1C[N:6]1[C:15]2[CH:14]=[C:13]([C:16]3[C:21]([CH3:22])=[CH:20][CH:19]=[CH:18][C:17]=3[CH3:23])[CH:12]=[CH:11][C:10]=2[C:9]2[N:24]([CH:27]3[CH2:32][CH2:31][O:30][CH2:29][CH2:28]3)[N:25]=[CH:26][C:8]=2[C:7]1=[O:33]>C(O)(C(F)(F)F)=O>[CH3:22][C:21]1[CH:20]=[CH:19][CH:18]=[C:17]([CH3:23])[C:16]=1[C:13]1[CH:12]=[CH:11][C:10]2[C:9]3[N:24]([CH:27]4[CH2:32][CH2:31][O:30][CH2:29][CH2:28]4)[N:25]=[CH:26][C:8]=3[C:7](=[O:33])[NH:6][C:15]=2[CH:14]=1. Procedure details: 7-chloro-5-(2,4-dimethoxybenzyl)-1-(tetrahydro-2H-pyran-4-yl)-1H-pyrazolo[4,3-c]quinolin-4(5H)-one obtained in Preparation Example 2 (100 mg) was dissolved in DMF (3.3 mL). 2,6-dimethylphenylboronic acid (33 mg), Pd(PPh3)4 (13 mg), potassium carbonate (91 mg) and water (0.7 mL) were added to the solution, and the mixture was reacted using a microwave reactor at 150° C. for two hours. The reaction mixture was returned to room temperature and then concentrated under reduced pressure. The resulting... The reactants are C1CCOC1, Cl, CC(C)(C)OC(=O)N1CCC(CF)(NC(=O)CNC(=O)c2cccc(C(F)(F)F)c2)C1, C1COCCO1. The product is O=C(CNC(=O)c1cccc(C(F)(F)F)c1)NC1(CF)CCNC1. As a reaction SMILES: [CH2:39]1[O:40][CH2:41][CH2:42][CH2:43]1.[ClH:32].[F:1][CH2:2][C:3]1([NH:15][C:16]([CH2:17][NH:18][C:19]([c:20]2[cH:21][c:22]([C:26]([F:27])([F:28])[F:29])[cH:23][cH:24][cH:25]2)=[O:30])=[O:31])[CH2:4][N:5]([C:8]([O:9][C:10]([CH3:11])([CH3:12])[CH3:13])=[O:14])[CH2:6][CH2:7]1.[O:33]1[CH2:34][CH2:35][O:36][CH2:37][CH2:38]1>>[F:1][CH2:2][C:3]1([NH:15][C:16]([CH2:17][NH:18][C:19]([c:20]2[cH:21][c:22]([C:26]([F:27])([F:28])[F:29])[cH:23][cH:24][cH:25]2)=[O:30])=[O:31])[CH2:4][NH:5][CH2:6][CH2:7]1.